The task is: describe an organic reaction: reactants, conditions, products, and yield. This data is from the Open Reaction Database (ORD), a public repository of structured organic reaction records. The product is COC(=O)C(Cc1ccc(OC)cc1[N+](=O)[O-])C(=O)OC. RXN SMILES: [BH4-:1].[CH3:25][OH:26].[CH3:3][O:4][c:5]1[cH:6][c:7]([N+:21](=[O:22])[O-:23])[c:8]([CH:11]=[C:12]([C:13](=[O:14])[O:15][CH3:16])[C:17](=[O:18])[O:19][CH3:20])[cH:9][cH:10]1.[ClH:24].[Na+:2]>>[CH3:3][O:4][c:5]1[cH:6][c:7]([N+:21](=[O:22])[O-:23])[c:8]([CH2:11][CH:12]([C:13](=[O:14])[O:15][CH3:16])[C:17](=[O:18])[O:19][CH3:20])[cH:9][cH:10]1. Reactants: [BH4-], CO, COC(=O)C(=Cc1ccc(OC)cc1[N+](=O)[O-])C(=O)OC, Cl, [Na+].